This data is from the Open Reaction Database (ORD), a public repository of structured organic reaction records. The task is: describe an organic reaction: reactants, conditions, products, and yield Reactants: N#Cc1ccc(B(O)O)cc1, O=C([O-])[O-], COC(=O)C(Cc1ccc(Br)s1)NC(=O)OC(C)(C)C, Cc1ccccc1, [Na+], [Na+], c1ccc(P(c2ccccc2)(c2ccccc2)[Pd](P(c2ccccc2)(c2ccccc2)c2ccccc2)(P(c2ccccc2)(c2ccccc2)c2ccccc2)P(c2ccccc2)(c2ccccc2)c2ccccc2)cc1. Yields the product COC(=O)C(Cc1ccc(-c2ccc(C#N)cc2)s1)NC(=O)OC(C)(C)C. RXN SMILES: [C:21](#[N:22])[c:23]1[cH:24][cH:25][c:26]([B:29]([OH:30])[OH:31])[cH:27][cH:28]1.[C:32](=[O:33])([O-:34])[O-:35].[CH3:1][O:2][C:3]([CH:4]([CH2:5][c:6]1[s:7][c:8]([Br:11])[cH:9][cH:10]1)[NH:12][C:13](=[O:14])[O:15][C:16]([CH3:17])([CH3:18])[CH3:19])=[O:20].[CH3:38][c:39]1[cH:40][cH:41][cH:42][cH:43][cH:44]1.[Na+:36].[Na+:37].[cH:45]1[cH:46][cH:47][c:48]([P:49]([Pd:50]([P:51]([c:52]2[cH:53][cH:54][cH:55][cH:56][cH:57]2)([c:58]2[cH:59][cH:60][cH:61][cH:62][cH:63]2)[c:64]2[cH:65][cH:66][cH:67][cH:68][cH:69]2)([P:70]([c:71]2[cH:72][cH:73][cH:74][cH:75][cH:76]2)([c:77]2[cH:78][cH:79][cH:80][cH:81][cH:82]2)[c:83]2[cH:84][cH:85][cH:86][cH:87][cH:88]2)[P:89]([c:90]2[cH:91][cH:92][cH:93][cH:94][cH:95]2)([c:96]2[cH:97][cH:98][cH:99][cH:100][cH:101]2)[c:102]2[cH:103][cH:104][cH:105][cH:106][cH:107]2)([c:108]2[cH:109][cH:110][cH:111][cH:112][cH:113]2)[c:114]2[cH:115][cH:116][cH:117][cH:118][cH:119]2)[cH:120][cH:121]1>>[CH3:1][O:2][C:3]([CH:4]([CH2:5][c:6]1[s:7][c:8](-[c:26]2[cH:25][cH:24][c:23]([C:21]#[N:22])[cH:28][cH:27]2)[cH:9][cH:10]1)[NH:12][C:13](=[O:14])[O:15][C:16]([CH3:17])([CH3:18])[CH3:19])=[O:20]. Starting materials: C(C)OC(=O)C=1C=NC=2CCCC(C2C1O)O (4,5-Dihydroxy-5,6,7,8-tetrahydroquinoline-3-carboxylic acid ethyl ester). Solvent: [OH-].[Na+] (sodium hydroxide). Conditions: temperature 50 celsius, time 3 hour. Product: OC1=C(C=NC=2CCCC(C12)O)C(=O)O (4,5-Dihydroxy-5,6,7,8-tetrahydroquinoline-3-carboxylic Acid). The yield is 91.7%. Reaction SMILES: C([O:3][C:4]([C:6]1[CH:7]=[N:8][C:9]2[CH2:10][CH2:11][CH2:12][CH:13]([OH:17])[C:14]=2[C:15]=1[OH:16])=[O:5])C>[OH-].[Na+]>[OH:16][C:15]1[C:14]2[CH:13]([OH:17])[CH2:12][CH2:11][CH2:10][C:9]=2[N:8]=[CH:7][C:6]=1[C:4]([OH:5])=[O:3] |f:1.2|. Reported procedure: 4,5-Dihydroxy-5,6,7,8-tetrahydroquinoline-3-carboxylic acid ethyl ester (4.7 g) was dissolved in 40 ml of 1 N sodium hydroxide. The resulting solution was stirred on an oil bath at 50° C. for 3 hours and then allowed to stand at room temperature overnight. After the small amount of insoluble matter was removed, the solution was adjusted to pH 2.4 with dilute hydrochloric acid. The precipitate so formed was separated by filtration to obtain a yield of 3.8 g of the desired compound. Its infrared a... The reactants are Br, COCC1C(NC(=O)CNC(=O)OCc2ccccc2)CC2CN(C(C)C)CC21, CC(=O)O. The product is COCC1C(NC(=O)CN)CC2CN(C(C)C)CC21. As a reaction SMILES: [BrH:30].[CH2:1]([O:2][C:3](=[O:4])[NH:10][CH2:11][C:12]([NH:13][CH:14]1[CH:15]([CH2:25][O:26][CH3:27])[CH:16]2[CH:17]([CH2:18][N:19]([CH:21]([CH3:22])[CH3:23])[CH2:20]2)[CH2:24]1)=[O:28])[c:5]1[cH:6][cH:7][cH:8][cH:9][cH:29]1.[CH3:31][C:32](=[O:33])[OH:34]>>[NH2:10][CH2:11][C:12]([NH:13][CH:14]1[CH:15]([CH2:25][O:26][CH3:27])[CH:16]2[CH:17]([CH2:18][N:19]([CH:21]([CH3:22])[CH3:23])[CH2:20]2)[CH2:24]1)=[O:28].